Dataset: the Open Reaction Database (ORD), a public repository of structured organic reaction records. Task: describe an organic reaction: reactants, conditions, products, and yield Reagents/catalysts: [Pd] (palladium on charcoal). Isolated yield 61.9%. Starting materials: FC(C(C(F)(F)F)(O)C=1C=C2C(=C(C(N3C2=C(C1)CC3)=O)[N+](=O)[O-])C)(F)F (1,2-dihydro-8-[2,2,2-trifluoro-1-hydroxy-1-(trifluoromethyl)ethyl]-6-methyl-5-nitro-4H-pyrrolo[3,2,1-ij]quinolin-4-one), alcohol. As a reaction SMILES: [F:1][C:2]([F:27])([F:26])[C:3]([C:9]1[CH:10]=[C:11]2[C:16]3=[C:17]([CH2:19][CH2:20][N:15]3[C:14](=[O:21])[C:13]([N+:22]([O-])=O)=[C:12]2[CH3:25])[CH:18]=1)([OH:8])[C:4]([F:7])([F:6])[F:5]>[Pd]>[F:7][C:4]([F:5])([F:6])[C:3]([C:9]1[CH:10]=[C:11]2[C:16]3=[C:17]([CH2:19][CH2:20][N:15]3[C:14](=[O:21])[C:13]([NH2:22])=[C:12]2[CH3:25])[CH:18]=1)([OH:8])[C:2]([F:27])([F:26])[F:1]. Procedure: A mixture of 3.0 g. (0.0075 mole) of 1,2-dihydro-8-[2,2,2-trifluoro-1-hydroxy-1-(trifluoromethyl)ethyl]-6-methyl-5-nitro-4H-pyrrolo[3,2,1-ij]quinolin-4-one, 150 ml. of alcohol, and 0.5 g. of 10% palladium on charcoal is hydrogenated at an initial pressure of 3 atmospheres in a Parr shaker apparatus until uptake is complete. The catalyst is filtered off, and the filtrate is evaporated. Recrystallization of the residue from alcohol gives 1.7 g (62% ) of 1,2-dihydro-8-[2,2,2-trifluoro-1-hydroxy-1-(... Yields the product FC(C(C(F)(F)F)(O)C=1C=C2C(=C(C(N3C2=C(C1)CC3)=O)N)C)(F)F (1,2-dihydro-8-[2,2,2-trifluoro-1-hydroxy-1-(trifluoromethyl)-ethyl]-5-amino-6-methyl-4H-pyrrolo[3,2,1-ij]quinolin-4-one). Reactants: ClC(=O)OCCC (propyl chloroformate), NC=1C=C(NC(\C=C(\C)/OC)=O)C=CC1 (m-amino-3-methoxy-crotonanilide), O1CCCC1 (tetrahydrofuran). The solvent is C(C)N(CC)CC (triethylamine). Conditions: temperature 20 celsius, time 16 hour. Product: C(CC)OC(=O)NC=1C=C(NC(\C=C(\C)/OC)=O)C=CC1 (m-(n-propyloxycarbonylamino)-3-methoxy-crotonanilide). The yield is 68.5%. As a reaction SMILES: Cl[C:2]([O:4][CH2:5][CH2:6][CH3:7])=[O:3].[NH2:8][C:9]1[CH:10]=[C:11]([CH:20]=[CH:21][CH:22]=1)[NH:12][C:13](=[O:19])/[CH:14]=[C:15](\[O:17][CH3:18])/[CH3:16].O1CCCC1>C(N(CC)CC)C>[CH2:5]([O:4][C:2]([NH:8][C:9]1[CH:10]=[C:11]([CH:20]=[CH:21][CH:22]=1)[NH:12][C:13](=[O:19])/[CH:14]=[C:15](\[O:17][CH3:18])/[CH3:16])=[O:3])[CH2:6][CH3:7]. Reported procedure: 27 g of propyl chloroformate were slowly added to a mixture of 41.2 g of m-amino-3-methoxy-crotonanilide, 300 ml of tetrahydrofuran and 22.2 g of triethylamine and the mixture was stirred for 16 hours at 20° C. The mixture was filtered and the filtrate was evaporated to dryness under reduced pressure. The residue was chromatographed over silica gel and was eluted with an 8- 2 methylene chloride-acetone mixture to obtain 40 g of m-(n-propyloxycarbonylamino)-3-methoxy-crotonanilide melting at 115°... The reactants are Cn1cnc(CN)c1, Cl, CCc1nnn(C2CC(n3cnc4c(NCC(c5ccc(O)cc5)c5ccc(O)cc5)nc(N5CCC(N)C5)nc43)C(O)C2O)n1, CCc1nnn(C2CC(n3cnc4c(NCC(c5ccccc5)c5ccccc5)nc(N5CCC(NC(=O)NCc6ccccn6)C5)nc43)C(O)C2O)n1. Product: Cl, CCc1nnn(C2CC(n3cnc4c(NCC(c5ccc(O)cc5)c5ccc(O)cc5)nc(N5CCC(NC(=O)NCc6cn(C)cn6)C5)nc43)C(O)C2O)n1. As a reaction SMILES: [CH3:102][n:103]1[cH:104][n:105][c:106]([CH2:108][NH2:109])[cH:107]1.[ClH:47].[NH2:1][CH:2]1[CH2:3][N:4]([c:7]2[n:8][c:9]([NH:30][CH2:31][CH:32]([c:33]3[cH:34][cH:35][c:36]([OH:39])[cH:37][cH:38]3)[c:40]3[cH:41][cH:42][c:43]([OH:46])[cH:44][cH:45]3)[c:10]3[n:11][cH:12][n:13]([CH:16]4[CH:17]([OH:29])[CH:18]([OH:28])[CH:19]([n:21]5[n:22][c:23]([CH2:26][CH3:27])[n:24][n:25]5)[CH2:20]4)[c:14]3[n:15]2)[CH2:5][CH2:6]1.[c:48]1([CH:49]([c:50]2[cH:51][cH:52][cH:53][cH:54][cH:55]2)[CH2:56][NH:57][c:58]2[n:59][c:60]([N:61]3[CH2:62][CH2:63][CH:64]([NH:65][C:72]([NH:66][CH2:67][c:68]4[cH:69][cH:70][cH:71][cH:74][n:75]4)=[O:73])[CH2:76]3)[n:77][c:78]3[c:79]2[n:80][cH:81][n:82]3[CH:83]2[CH2:84][CH:85]([n:86]3[n:87][n:88][c:89]([CH2:90][CH3:91])[n:92]3)[CH:93]([OH:94])[CH:95]2[OH:96])[cH:97][cH:98][cH:99][cH:100][cH:101]1>>[ClH:47].[NH:1]([CH:2]1[CH2:3][N:4]([c:7]2[n:8][c:9]([NH:30][CH2:31][CH:32]([c:33]3[cH:34][cH:35][c:36]([OH:39])[cH:37][cH:38]3)[c:40]3[cH:41][cH:42][c:43]([OH:46])[cH:44][cH:45]3)[c:10]3[n:11][cH:12][n:13]([CH:16]4[CH:17]([OH:29])[CH:18]([OH:28])[CH:19]([n:21]5[n:22][c:23]([CH2:26][CH3:27])[n:24][n:25]5)[CH2:20]4)[c:14]3[n:15]2)[CH2:5][CH2:6]1)[C:72](=[O:73])[NH:109][CH2:108][c:106]1[n:105][cH:104][n:103]([CH3:102])[cH:107]1. Reactants: C(C1=CC=CC=C1)=O (benzaldehyde), P(=O)(O)(O)O.C1(=CC=CC=C1)C(C1=CC=CC=C1)N (diphenylmethylamine orthophosphate), CCOCC.CC(=O)C (Et2O Acetone). Solvent: C(C)O (ethanol), C(C)O (ethanol). Run at time 2.5 hour. Product: C(C1=CC=CC=C1)(C1=CC=CC=C1)NP(O)(=O)CC1=CC=CC=C1 ((Benzhydrylamino)(phenyl)methylphosphinic acid). As a reaction SMILES: [P:1]([OH:5])(O)(O)=[O:2].[C:6]1([CH:12]([NH2:19])[C:13]2[CH:18]=[CH:17][CH:16]=[CH:15][CH:14]=2)[CH:11]=[CH:10][CH:9]=[CH:8][CH:7]=1.[CH:20](=O)[C:21]1[CH:26]=[CH:25][CH:24]=[CH:23][CH:22]=1.CCOCC.CC(C)=O>C(O)C>[CH:12]([NH:19][P:1]([CH2:20][C:21]1[CH:26]=[CH:25][CH:24]=[CH:23][CH:22]=1)(=[O:2])[OH:5])([C:13]1[CH:14]=[CH:15][CH:16]=[CH:17][CH:18]=1)[C:6]1[CH:11]=[CH:10][CH:9]=[CH:8][CH:7]=1 |f:0.1,3.4|. Procedure details: A mixture of 24.95 g (100 mmole) of diphenylmethylamine orthophosphate in 75 ml of anhydrous ethanol is boiled under reflux with stirring. 200 mmole of benzaldehyde in solution in 24 ml of ethanol is added drop by drop in 30 min. The reaction is followed by HPLC. After 2.5 hours, the reaction is returned to ambient temperature. An Et2O/Acetone mixture (75 ml) is added to the mixture. The white precipitate obtained is filtered, washed with water (2×60 ml) and acetone (2×60 ml) and dried. White so... Reactants: CCOC(=O)COc1ccc(Sc2cc(C#Cc3ccccc3)cc(OCCCN3CCOCC3)c2)cc1C, CCO, Cl, [Na+], [OH-]. Product: Cc1cc(Sc2cc(C#Cc3ccccc3)cc(OCCCN3CCOCC3)c2)ccc1OCC(=O)O. Reaction SMILES: [CH2:1]([CH3:2])[O:3][C:4]([CH2:5][O:6][c:7]1[c:8]([CH3:38])[cH:9][c:10]([S:13][c:14]2[cH:15][c:16]([O:28][CH2:29][CH2:30][CH2:31][N:32]3[CH2:33][CH2:34][O:35][CH2:36][CH2:37]3)[cH:17][c:18]([C:20]#[C:21][c:22]3[cH:23][cH:24][cH:25][cH:26][cH:27]3)[cH:19]2)[cH:11][cH:12]1)=[O:39].[CH3:43][CH2:44][OH:45].[ClH:42].[Na+:41].[OH-:40]>>[O:3]=[C:4]([CH2:5][O:6][c:7]1[c:8]([CH3:38])[cH:9][c:10]([S:13][c:14]2[cH:15][c:16]([O:28][CH2:29][CH2:30][CH2:31][N:32]3[CH2:33][CH2:34][O:35][CH2:36][CH2:37]3)[cH:17][c:18]([C:20]#[C:21][c:22]3[cH:23][cH:24][cH:25][cH:26][cH:27]3)[cH:19]2)[cH:11][cH:12]1)[OH:39]. The reactants are CCOC(=O)c1ccc(-c2cc(NC(=O)c3ccc(N4CCOCC4)cc3)ccc2C)cc1, C1CCOC1, [Na+], [OH-]. Product: Cc1ccc(NC(=O)c2ccc(N3CCOCC3)cc2)cc1-c1ccc(C(=O)O)cc1. RXN SMILES: [CH2:1]([CH3:2])[O:3][C:4](=[O:5])[c:6]1[cH:7][cH:8][c:9](-[c:12]2[c:13]([CH3:33])[cH:14][cH:15][c:16]([NH:18][C:19]([c:20]3[cH:21][cH:22][c:23]([N:26]4[CH2:27][CH2:28][O:29][CH2:30][CH2:31]4)[cH:24][cH:25]3)=[O:32])[cH:17]2)[cH:10][cH:11]1.[CH2:34]1[O:35][CH2:36][CH2:37][CH2:38]1.[Na+:40].[OH-:39]>>[O:3]=[C:4]([OH:5])[c:6]1[cH:7][cH:8][c:9](-[c:12]2[c:13]([CH3:33])[cH:14][cH:15][c:16]([NH:18][C:19]([c:20]3[cH:21][cH:22][c:23]([N:26]4[CH2:27][CH2:28][O:29][CH2:30][CH2:31]4)[cH:24][cH:25]3)=[O:32])[cH:17]2)[cH:10][cH:11]1. The reactants are C1(=CC=CC=C1)[C@H](C)NC1=NC=CC(=N1)N1C=NC2=C1C=C(C=C2)N=[N+]=[N-] (2-[(S)-1-phenylethylamino]-4-[6-azidobenzimidazol-1-yl]pyrimidine), C(C)OC(C=C(NC)NC)=O (ethyl-3,3-dimethylaminoacrylate). Run in O1CCOCC1 (1,4-dioxane). Yields the product C1(=CC=CC=C1)[C@H](C)NC1=NC=CC(=N1)N1C=NC2=C1C=C(C=C2)N2N=NC(=C2)C(=O)OCC (2-[(S)-1-Phenylethylamino]-4-[6-(4-ethoxycarbonyltriazol-1-yl)benzimidazol-1-yl]pyrimidine). Reaction SMILES: [C:1]1([C@@H:7]([NH:9][C:10]2[N:15]=[C:14]([N:16]3[C:20]4[CH:21]=[C:22]([N:25]=[N+:26]=[N-:27])[CH:23]=[CH:24][C:19]=4[N:18]=[CH:17]3)[CH:13]=[CH:12][N:11]=2)[CH3:8])[CH:6]=[CH:5][CH:4]=[CH:3][CH:2]=1.[CH2:28]([O:30][C:31](=[O:38])[CH:32]=[C:33](NC)NC)[CH3:29]>O1CCOCC1>[C:1]1([C@@H:7]([NH:9][C:10]2[N:15]=[C:14]([N:16]3[C:20]4[CH:21]=[C:22]([N:25]5[CH:33]=[C:32]([C:31]([O:30][CH2:28][CH3:29])=[O:38])[N:27]=[N:26]5)[CH:23]=[CH:24][C:19]=4[N:18]=[CH:17]3)[CH:13]=[CH:12][N:11]=2)[CH3:8])[CH:2]=[CH:3][CH:4]=[CH:5][CH:6]=1. Procedure details: The title compound was prepared from 266 mg of 2-[(S)-1-phenylethylamino]-4-[6-azidobenzimidazol-1-yl]pyrimidine, about 100 μL ethyl-3,3-dimethylaminoacrylate and 5 mL 1,4-dioxane using the procedure described in EXAMPLE 276 to give 283 mg of the title compound. RF: 0.4 (5% MeOH in CH2Cl2). 1H NMR (500 MHZ, DMSO): δ 1.33 (t, J=7.0 Hz, 3H), 1.50 (d, J=6.9 Hz, 3H), 4.38 (q, J=7.1 Hz, 2H), 5.24 (m, 1H), 7.05-7.45 (m, 5H), 7.87 (d, J=8.6 Hz, 1H), 7.94 (d, J=8.0 Hz, 1H), 8.2 (m, 1H), 8.44 (m, 1H), 8.... Procedure details: 13.95 ml of a 15% by weight solution of butyllithium in hexane were added dropwise, at -25° to -15° C., to a solution of 3.08 ml of diisopropylamine in 100 ml of tetrahydrofuran. The mixture was stirred at -20° C. for 15 minutes, after which a solution of 0.990 g of 3-hydroxy-5-methylisoxazole in 10 ml of tetrahydrofuran was added to the mixture at -20° to -10° C. over a period of 10 minutes. The mixture was then stirred at -10° C. for 30 minutes, after which it was cooled to -50° C., and then 3... As a reaction SMILES: C([Li])CCC.C(NC(C)C)(C)C.[OH:13][C:14]1[CH:18]=[C:17]([CH3:19])[O:16][N:15]=1.Br[CH2:21][CH2:22][CH2:23][O:24][CH:25]1[CH2:30][CH2:29][CH2:28][CH2:27][O:26]1>CCCCCC.O1CCCC1.O.C(O)(=O)C>[OH:13][C:14]1[CH:18]=[C:17]([CH2:19][CH2:21][CH2:22][CH2:23][O:24][CH:25]2[CH2:30][CH2:29][CH2:28][CH2:27][O:26]2)[O:16][N:15]=1. The yield is 71.3%. Product: OC1=NOC(=C1)CCCCOC1OCCCC1 (3-Hydroxy-5-[4-(2-tetrahydropyranyl)oxybutyl]isoxazole). The solvent is O1CCCC1 (tetrahydrofuran), O (water), CCCCCC (hexane), O1CCCC1 (tetrahydrofuran), C(C)(=O)O (acetic acid). Run at temperature -20 celsius, time 15 minute. Starting materials: OC1=NOC(=C1)C (3-hydroxy-5-methylisoxazole), C(CCC)[Li] (butyllithium), C(C)(C)NC(C)C (diisopropylamine), BrCCCOC1OCCCC1 (1-bromo-3-(2-tetrahydropyranyl)oxypropane). Reactants: S1C(SC2=C1C=CC=C2)=NN2C(SCC2=O)=S (3-[(1,3-Benzodithiol-2-ylidene)amino]-2-thioxo-4-thiazolidinone). The reagents and catalysts are C(C)(=O)O.N1CCCCC1 (acetic acid piperidine). Solvent: C(CCCC)=O (valeraldehyde). The product is S1C(SC2=C1C=CC=C2)=NN2C(SC(C2=O)=CCCCC)=S (3-[(1,3-Benzodithiol-2-ylidene)amino]-5-pentylidene-2-thioxo-4 -thiazolidinone). Yield: 89.6%. RXN SMILES: [S:1]1[C:5]2[CH:6]=[CH:7][CH:8]=[CH:9][C:4]=2[S:3][C:2]1=[N:10][N:11]1[C:15](=[O:16])[CH2:14][S:13][C:12]1=[S:17]>C(O)(=O)C.N1CCCCC1.C(=O)CCCC>[S:1]1[C:5]2[CH:6]=[CH:7][CH:8]=[CH:9][C:4]=2[S:3][C:2]1=[N:10][N:11]1[C:15](=[O:16])[C:14](=[CH:6][CH2:5][CH2:4][CH2:9][CH3:8])[S:13][C:12]1=[S:17] |f:1.2|. Procedure details: A slurry of 2.0g of 3-[(1,3-benzodithiol-2-ylidene)amino]- 2-thioxo-4-thiazolidinone (see example 37), valeraldehyde (10 ml, excess) and acetic acid/piperidine (2:1) (10 drops) in anhydrous slyme (400 ml) is heated at reflux for eighteen hours. The reaction mixture is chilled in an ice bath and the resultant precipitate collected by filtration. This precipitate (1.6 g) is recrystallized from 50 ml of dimethylformamide to yield 1.1 g of the title compound, melting point 210°-212° C. The yield is 88.6%. Yields the product O(C1=CC=CC=C1)CCNC1=C(C=NC2=CC=CN=C12)[N+](=O)[O-] (N4-(2-phenoxyethyl)-3-nitro[1,5]naphthyridin-4-amine). Reported procedure: Using the general method of Example 76, 4-chloro-3-nitro[1,5]naphthyridine (5.0 g, 24 mmol) was reacted with 2-phenoxyethylamine (3.5 mL, 27 mmol) to provide 6.6 g of N4-(2-phenoxyethyl)-3-nitro[1,5]naphthyridin-4-amine as a yellow solid, m.p. 107-108° C. Analysis: Calculated for C16H14N4O3: %C, 61.93; %H, 4.55; %N, 18.05. Found: %C, 61.99; %H, 4.58; %N, 18.42. 1H NMR (300 MHz, DMSO): δ10.25 (broad s, 1H), 9.39 (broad s, 1H), 8.81 (dd, J=4.1,1.7 Hz, 1H), 8.25 (dd, J=8.5,1.7 Hz, 1H), 7.67 (dd, J=... The reactants are ClC1=C(C=NC2=CC=CN=C12)[N+](=O)[O-] (4-chloro-3-nitro[1,5]naphthyridine), O(C1=CC=CC=C1)CCN (2-phenoxyethylamine). RXN SMILES: Cl[C:2]1[C:11]2[C:6](=[CH:7][CH:8]=[CH:9][N:10]=2)[N:5]=[CH:4][C:3]=1[N+:12]([O-:14])=[O:13].[O:15]([CH2:22][CH2:23][NH2:24])[C:16]1[CH:21]=[CH:20][CH:19]=[CH:18][CH:17]=1>>[O:15]([CH2:22][CH2:23][NH:24][C:2]1[C:11]2[C:6](=[CH:7][CH:8]=[CH:9][N:10]=2)[N:5]=[CH:4][C:3]=1[N+:12]([O-:14])=[O:13])[C:16]1[CH:21]=[CH:20][CH:19]=[CH:18][CH:17]=1.